Dataset: the Open Reaction Database (ORD), a public repository of structured organic reaction records. Task: describe an organic reaction: reactants, conditions, products, and yield The reactants are COC=C(C#N)CNC=O (α-methoxymethylene-β-formylaminopropionitrile), C(C)(=N)N (acetamidine). The product is 16, CC1=NC=C(C(=N1)N)CNC=O (2-methyl-4-amino-5-formylaminomethylpyrimidine). RXN SMILES: CO[CH:3]=[C:4]([CH2:7][NH:8][CH:9]=[O:10])[C:5]#[N:6].[C:11]([NH2:14])(=[NH:13])[CH3:12]>>[CH3:12][C:11]1[N:14]=[C:5]([NH2:6])[C:4]([CH2:7][NH:8][CH:9]=[O:10])=[CH:3][N:13]=1. Reported procedure: The α-methoxymethylene-β-formylaminopropionitrile solution and the acetamidine solution are combined. The mixture is reacted at 25°C for 10 minutes. The reaction mixture is subjected to concentration at not higher than 40°C to give crystals. The produced crystals are washed with 50 parts by volume of ethanol, whereby 24.8 parts of 2-methyl-4-amino-5-formylaminomethylpyrimidine is obtained as crystals (Purity: 93 %). The ethanol washing is concentrated to give 16 parts of 2-methyl-4-amino-5-formy... RXN SMILES: Cl.Cl[CH2:3][C:4]1[N:5]=[CH:6][NH:7][C:8]=1[CH3:9].[Cl:10][C:11]1[CH:17]=[CH:16][CH:15]=[C:14]([Cl:18])[C:12]=1[NH2:13]>C1(C)C(C)=CC=CC=1>[NH2:13][C:12]1[C:11]([Cl:10])=[CH:17][C:16]([CH2:3][C:4]2[N:5]=[CH:6][NH:7][C:8]=2[CH3:9])=[CH:15][C:14]=1[Cl:18] |f:0.1|. Procedure details: A mixture of 6.0 g of 4-chloromethyl-5-methylimidazole hydrochloride, 9.0 g of 2,6-dichloroaniline and 40 ml of xylene is refluxed with stirring for 3 hours. The mixture is then filtered and the precipitate is washed with xylene. The precipitate is dissolved in 50 ml of water and the pH is adjusted to 8. The solution is extracted with toluene (3×30 ml). The combined toluene extracts are washed with 10 ml of water and evaporated to dryness. The residue, which is crude 4-(4'-amino-3',5'-dichlorobe... Conditions: time 3 hour. Starting materials: Cl.ClCC=1N=CNC1C (4-chloromethyl-5-methylimidazole hydrochloride), ClC1=C(N)C(=CC=C1)Cl (2,6-dichloroaniline). Run in C=1(C(=CC=CC1)C)C (xylene). The product is NC1=C(C=C(CC=2N=CNC2C)C=C1Cl)Cl (4-(4'-Amino-3',5'-dichlorobenzyl)-5-methylimidazole). The reactants are C(C)OC(CC1=C(C(=CC=C1)NC1=CC(=CC=C1)[N+](=O)[O-])[N+](=O)[O-])=O ([2-nitro-3-(3-nitro-phenylamino)-phenyl]-acetic acid ethyl ester). Reagents/catalysts: [Pd] (Pd/C). The solvent is C(C)O (ethanol). Reaction conditions: time 20 hour. Yields the product C(C)OC(CC1=C(C(=CC=C1)NC1=CC(=CC=C1)N)N)=O ([2-amino-3-(3-amino-phenylamino)-phenyl]-acetic acid ethyl ester). Reaction SMILES: [CH2:1]([O:3][C:4](=[O:25])[CH2:5][C:6]1[CH:11]=[CH:10][CH:9]=[C:8]([NH:12][C:13]2[CH:18]=[CH:17][CH:16]=[C:15]([N+:19]([O-])=O)[CH:14]=2)[C:7]=1[N+:22]([O-])=O)[CH3:2]>C(O)C.[Pd]>[CH2:1]([O:3][C:4](=[O:25])[CH2:5][C:6]1[CH:11]=[CH:10][CH:9]=[C:8]([NH:12][C:13]2[CH:18]=[CH:17][CH:16]=[C:15]([NH2:19])[CH:14]=2)[C:7]=1[NH2:22])[CH3:2]. Procedure: To a solution of [2-nitro-3-(3-nitro-phenylamino)-phenyl]-acetic acid ethyl ester (0.62 g, 1.8 mmol) in ethanol (50 ml) is added Pd/C (10%, wet, 0.50 g). It is placed under a hydrogen balloon and stirred for 20 hours. The catalyst is filtered and the solvent is removed to give the desired compound: LC-MS: 286.1 (MH+).